This data is from the Open Reaction Database (ORD), a public repository of structured organic reaction records. The task is: describe an organic reaction: reactants, conditions, products, and yield Reactants: solid, Cl.Cl.Cl.O1CCC=2C1=C(N=CC2)N2CCN(CC2)CC[C@@H]2CC[C@H](CC2)N (trans-4-{2-[4-(2,3-dihydro-furo[2,3-c]pyridin-7-yl)-piperazin-1-yl]-ethyl}-cyclohexylamine trihydrochloride), Cl.Cl.Cl.O1CCC=2C1=C(N=CC2)N2CCN(CC2)CC[C@@H]2CC[C@H](CC2)N (trans-4-{2-[4-(2,3-dihydro-furo[2,3-c]pyridin-7-yl)-piperazin-1-yl]-ethyl}-cyclohexylamine trihydrochloride), COCCC(=O)O (3-methoxypropionic acid). The product is O1CCC=2C1=C(N=CC2)N2CCN(CC2)CC[C@@H]2CC[C@H](CC2)NC(CCOC)=O (trans-N-(4-{2-[4-(2,3-Dihydro-furo[2,3-c]pyridin-7-yl)-piperazin-1-yl]-ethyl}-cyclohexyl)-3-methoxy-propionamide). Reported procedure: The title compound, white solid (78 mg, 62%), MS (ISP) m/z=417.5 [(M+H)+], mp 180° C., was prepared in accordance with the general method of example 6 from trans-4-{2-[4-(2,3-dihydro-furo[2,3-c]pyridin-7-yl)-piperazin-1-yl]-ethyl}-cyclohexylamine trihydrochloride (intermediate B) (132 mg, 0.3 mmol) and 3-methoxypropionic acid. As a reaction SMILES: Cl.Cl.Cl.[O:4]1[C:8]2=[C:9]([N:13]3[CH2:18][CH2:17][N:16]([CH2:19][CH2:20][C@H:21]4[CH2:26][CH2:25][C@H:24]([NH2:27])[CH2:23][CH2:22]4)[CH2:15][CH2:14]3)[N:10]=[CH:11][CH:12]=[C:7]2[CH2:6][CH2:5]1.[CH3:28][O:29][CH2:30][CH2:31][C:32](O)=[O:33]>>[O:4]1[C:8]2=[C:9]([N:13]3[CH2:18][CH2:17][N:16]([CH2:19][CH2:20][C@H:21]4[CH2:26][CH2:25][C@H:24]([NH:27][C:32](=[O:33])[CH2:31][CH2:30][O:29][CH3:28])[CH2:23][CH2:22]4)[CH2:15][CH2:14]3)[N:10]=[CH:11][CH:12]=[C:7]2[CH2:6][CH2:5]1 |f:0.1.2.3|. The reactants are C(#CCCCCCC)C1=CC=C(S1)C=O (5-(1-octynyl)-2-thiophene carboxaldehyde), C(CC(=O)O)(=O)O (malonic acid). The product is C(#CCCCCCC)C1=CC=C(S1)/C=C/C(=O)O ((E)-3-[5-(1-Octynyl)-2-thienyl]prop-2-enoic acid). The yield is 93.5%. As a reaction SMILES: [C:1]([C:9]1[S:13][C:12]([CH:14]=O)=[CH:11][CH:10]=1)#[C:2][CH2:3][CH2:4][CH2:5][CH2:6][CH2:7][CH3:8].C(O)(=O)[CH2:17][C:18]([OH:20])=[O:19]>>[C:1]([C:9]1[S:13][C:12](/[CH:14]=[CH:17]/[C:18]([OH:20])=[O:19])=[CH:11][CH:10]=1)#[C:2][CH2:3][CH2:4][CH2:5][CH2:6][CH2:7][CH3:8]. Reported procedure: Reaction of 5-(1-octynyl)-2-thiophene carboxaldehyde (880 mg, 4 mmole) with malonic acid as described in Example 2 yielded 0.98 g (93.5%) of the title compound after recrystallization from hexane mp 79° C.; νmax (mull) 2600 (broad), 1690, 1670, 1610, 940, 845, 800; δ(CDCl3) 0.90(3H, t, J=6 Hz), 1.50(8H, m), 2.40(2H, t, J=6 Hz), 6.15(1H, d, J=15 Hz), 7.05(1H, d, J=4.5 Hz), 7.13(1H, d, J=4.5 Hz), 7.85(1H, d, J=15 Hz), 11.3(1H, bs). M+ 262.1022 C15H15O2S requires 262.1027. Found; C, 68.96; H, 7.14;... Reactants: [Si](C)(C)(C(C)(C)C)OCC=1C=C(C=CC1CO[Si](C)(C)C(C)(C)C)CCC=1C=C(C=CC1)/C(=C/C=C/C(C(F)(F)F)(O)C(F)(F)F)/CC ((3E,5E)-6-(3-{2-[3,4-bis(tert-butyldimethylsilanyloxymethyl)phenyl]ethyl}phenyl)-1, 1,1-trifluoro-2-trifluoromethylocta-3,5-dien-2-ol), solution, [F-].C(CCC)[N+](CCCC)(CCCC)CCCC (tetrabutylammonium fluoride). The product is OCC=1C=C(C=CC1CO)CCC=1C=C(C=CC1)/C(=C/C=C/C(C(F)(F)F)(O)C(F)(F)F)/CC ((3E,5E)-6-{3-[2-(3,4-Bis-hydroxymethylphenyl)ethyl]-phenyl}1,1,1-trifluoro-2-trifluoromethylocta-3,5-dien-2-ol). Reaction SMILES: [Si]([O:8][CH2:9][C:10]1[CH:11]=[C:12]([CH2:25][CH2:26][C:27]2[CH:28]=[C:29](/[C:33](/[CH2:47][CH3:48])=[CH:34]/[CH:35]=[CH:36]/[C:37]([C:43]([F:46])([F:45])[F:44])([OH:42])[C:38]([F:41])([F:40])[F:39])[CH:30]=[CH:31][CH:32]=2)[CH:13]=[CH:14][C:15]=1[CH2:16][O:17][Si](C(C)(C)C)(C)C)(C(C)(C)C)(C)C.[F-].C([N+](CCCC)(CCCC)CCCC)CCC>>[OH:8][CH2:9][C:10]1[CH:11]=[C:12]([CH2:25][CH2:26][C:27]2[CH:28]=[C:29](/[C:33](/[CH2:47][CH3:48])=[CH:34]/[CH:35]=[CH:36]/[C:37]([C:38]([F:39])([F:40])[F:41])([OH:42])[C:43]([F:45])([F:46])[F:44])[CH:30]=[CH:31][CH:32]=2)[CH:13]=[CH:14][C:15]=1[CH2:16][OH:17] |f:1.2|. Reported procedure: In a manner analogous to example 2m, by reaction of 1.2 g (1.67 mmol) of (3E,5E)-6-(3-{2-[3,4-bis(tert-butyldimethylsilanyloxymethyl)phenyl]ethyl}phenyl)-1, 1,1-trifluoro-2-trifluoromethylocta-3,5-dien-2-ol with 4 ml (4 mmol) of a 1.0 M solution of tetrabutylammonium fluoride. A white solid is obtained (m.p.=104° C.; m=715 mg; Y=87%). The reactants are N1=C(C=CC=C1)P(C1=CC=CC=C1)CP(C1=NC=CC=C1)C1=CC=CC=C1 (bis[(2-pyridyl)(phenyl)phosphino]methane), ClCCOCCOCCCl (1,8-dichloro-3,6-dioxaoctane). The solvent is ClCCl (dichloromethane). Yields the product N1=C(C=CC=C1)P(CCOCCOCCP(C1=CC=CC=C1)C1=NC=CC=C1)C1=CC=CC=C1 (1,8-bis[(2-pyridyl)(phenyl)phosphino]-3,6-dioxaoctane). RXN SMILES: N1C=CC=CC=1P([CH2:14][P:15]([C:22]1[CH:27]=[CH:26][CH:25]=[CH:24][CH:23]=1)[C:16]1[CH:21]=[CH:20][CH:19]=[CH:18][N:17]=1)C1C=CC=CC=1.ClC[CH2:30][O:31][CH2:32][CH2:33][O:34][CH2:35][CH2:36]Cl>ClCCl>[N:17]1[CH:18]=[CH:19][CH:20]=[CH:21][C:16]=1[P:15]([C:22]1[CH:23]=[CH:24][CH:25]=[CH:26][CH:27]=1)[CH2:36][CH2:35][O:34][CH2:33][CH2:32][O:31][CH2:30][CH2:14][P:15]([C:16]1[CH:21]=[CH:20][CH:19]=[CH:18][N:17]=1)[C:22]1[CH:23]=[CH:24][CH:25]=[CH:26][CH:27]=1. Procedure: Some 1,8-bis[(2-pyridyl)(phenyl)phosphino]-3,6-dioxaoctane was prepared substantially in the same way as the diphosphine of Example 2, except that instead of dichloromethane, 1,8-dichloro-3,6-dioxaoctane was employed. Reactants: C(=O)NC1=CC=CC=C1 (formanilide), [N+](=O)([O-])C1=CC=C(C=C1)Cl (p-nitrochlorobenzene), C([O-])([O-])=O.[K+].[K+] (potassium carbonate), [Al] (aluminium). Reaction conditions: temperature 195 celsius, time 135 minute. Yields the product C1=CC=C(C=C1)NC2=CC=C(C=C2)[N+](=O)[O-] (4-nitrodiphenylamine), C1=CC=C(C=C1)N(C2=CC=C(C=C2)[N+](=O)[O-])C3=CC=C(C=C3)[N+](=O)[O-] (4,4'-dinitrotriphenylamine). The yield is 90.0%. RXN SMILES: [CH:1]([NH:3][C:4]1[CH:9]=[CH:8][CH:7]=[CH:6][CH:5]=1)=O.[N+:10]([C:13]1[CH:18]=[CH:17][C:16](Cl)=[CH:15][CH:14]=1)([O-:12])=[O:11].C(=O)([O-])[O-].[K+].[K+].[Al]>>[CH:7]1[CH:8]=[CH:9][C:4]([NH:3][C:16]2[CH:17]=[CH:18][C:13]([N+:10]([O-:12])=[O:11])=[CH:14][CH:15]=2)=[CH:5][CH:6]=1.[CH:13]1[CH:18]=[CH:17][C:1]([N:3]([C:16]2[CH:17]=[CH:18][C:13]([N+:10]([O-:12])=[O:11])=[CH:14][CH:15]=2)[C:4]2[CH:9]=[CH:8][C:7]([N+:10]([O-:12])=[O:11])=[CH:6][CH:5]=2)=[CH:15][CH:14]=1 |f:2.3.4|. Reported procedure: 0.83 mol of formanilide, 0.50 mol of p-nitrochlorobenzene, 0.34 mol of potassium carbonate and 0.20 mol of aluminium granules were introduced into a reaction vessel and heated to 195° C. and the mixture was stirred at this temperature for 135 minutes. Volatile constituents were distilled off with steam and the residue was washed with a little sodium hydroxide solution and water. 0.45 mol (90% of theory) of 4-nitrodiphenylamine and 0.02 mol of 4,4'-dinitrotriphenylamine were obtained. Reactants: CO (MeOH), NC1C(CCCC1)O ((±)-2-aminocyclohexanol), C(=O)([O-])[O-].[K+].[K+] (K2CO3), ClCCC1=CC=C(C=C1)OC (1-(2-chloroethyl)-4-methoxybenzene). The solvent is CN(C)C=O (DMF). Conditions: temperature 100 celsius. Product: COC1=CC=C(CCNC2C(CCCC2)O)C=C1 (2-(4-methoxyphenethylamino)cyclohexanol). As a reaction SMILES: [NH2:1][CH:2]1[CH2:7][CH2:6][CH2:5][CH2:4][CH:3]1[OH:8].C([O-])([O-])=O.[K+].[K+].Cl[CH2:16][CH2:17][C:18]1[CH:23]=[CH:22][C:21]([O:24][CH3:25])=[CH:20][CH:19]=1.CO>CN(C=O)C>[CH3:25][O:24][C:21]1[CH:22]=[CH:23][C:18]([CH2:17][CH2:16][NH:1][CH:2]2[CH2:7][CH2:6][CH2:5][CH2:4][CH:3]2[OH:8])=[CH:19][CH:20]=1 |f:1.2.3|. Procedure: Mix (±)-2-aminocyclohexanol (1.5227 g, 13.2 mmol), K2CO3 (4.56 g, 33.0 mmol), and 1-(2-chloroethyl)-4-methoxybenzene (2.0 mL, 13.2 mmol) in DMF (30 mL). Heat at 100° C. for 24 hours. Cool down to room temperature and filtrate with MeOH wash. Concentrate and remove DMF azeotropically with xylenes. Take up the residue in CH2Cl2 and H2O (100 mL each). Separate the layers and extract the aqueous layer with CH2Cl2 (2×100 mL). Wash the organic layers with H2O and brine (100 mL each). Dry the combined ... The reactants are C(C1=CC=CC=C1)ONCC1=CC=C(C#N)C=C1 (4-(benzyloxyaminomethyl)benzonitrile), N(=C=O)CC(=O)OCC (ethyl isocyanatoacetate). The solvent is CN(C)C=O (DMF), CN(C)C=O (DMF). Run at temperature 50 celsius. The product is C(#N)C1=CC=C(CN(C(NCC(=O)OCC)=O)OCC2=CC=CC=C2)C=C1 (Ethyl (3-(4-cyanobenzyl)-3-benzyloxyureido)acetate). RXN SMILES: [CH2:1]([O:8][NH:9][CH2:10][C:11]1[CH:18]=[CH:17][C:14]([C:15]#[N:16])=[CH:13][CH:12]=1)[C:2]1[CH:7]=[CH:6][CH:5]=[CH:4][CH:3]=1.[N:19]([CH2:22][C:23]([O:25][CH2:26][CH3:27])=[O:24])=[C:20]=[O:21]>CN(C=O)C>[C:15]([C:14]1[CH:13]=[CH:12][C:11]([CH2:10][N:9]([O:8][CH2:1][C:2]2[CH:3]=[CH:4][CH:5]=[CH:6][CH:7]=2)[C:20](=[O:21])[NH:19][CH2:22][C:23]([O:25][CH2:26][CH3:27])=[O:24])=[CH:18][CH:17]=1)#[N:16]. Procedure details: 2.73 g (11 mmol) of 4-(benzyloxyaminomethyl)benzonitrile are dissolved in 75 ml of DMF and added dropwise at 0° C. to a solution of 1.48 g of ethyl isocyanatoacetate in 75 ml of DMF. The mixture is heated at 50° C. for 3 d, then concentrated in vacuo. The residue is taken up in ethyl acetate and the solution is washed with water. The organic phase is dried (MgSO4) and concentrated in vacuo. The residue is dissolved in a little ethyl acetate and precipitated with ether/petroleum ether. The precip... Starting materials: NC1N=C(c2ccccc2)c2ccccc2N(CC(=O)c2ccccc2)C1=O, C1CCOC1, Cc1cccc(N=C=O)c1. Yields the product Cc1cccc(NC(=O)NC2N=C(c3ccccc3)c3ccccc3N(CC(=O)c3ccccc3)C2=O)c1. RXN SMILES: [NH2:1][CH:2]1[C:3](=[O:28])[N:4]([CH2:19][C:20](=[O:21])[c:22]2[cH:23][cH:24][cH:25][cH:26][cH:27]2)[c:5]2[c:6]([cH:15][cH:16][cH:17][cH:18]2)[C:7]([c:9]2[cH:10][cH:11][cH:12][cH:13][cH:14]2)=[N:8]1.[O:39]1[CH2:40][CH2:41][CH2:42][CH2:43]1.[c:29]1([CH3:38])[cH:30][c:31]([N:35]=[C:36]=[O:37])[cH:32][cH:33][cH:34]1>>[NH:1]([CH:2]1[C:3](=[O:28])[N:4]([CH2:19][C:20](=[O:21])[c:22]2[cH:23][cH:24][cH:25][cH:26][cH:27]2)[c:5]2[c:6]([cH:15][cH:16][cH:17][cH:18]2)[C:7]([c:9]2[cH:10][cH:11][cH:12][cH:13][cH:14]2)=[N:8]1)[C:36]([NH:35][c:31]1[cH:30][c:29]([CH3:38])[cH:34][cH:33][cH:32]1)=[O:37]. The reactants are BrC/C=C/COC[C@@H]1CC[C@H](CC1)CN(S(=O)(=O)C1=CC=C(C=C1)C(F)(F)F)C (trans-N-[4-(4-bromo-(E)-but-2-enyloxymethyl)-cyclohexylmethyl]-N-methyl-4-trifluoromethyl-benzenesulfonamide), OCCNC ((2-hydroxy-ethyl)-methyl-amine). The solvent is CN(C(C)=O)C (N,N-dimethylacetamide). Product: OCCN(C/C=C/COC[C@@H]1CC[C@H](CC1)CN(S(=O)(=O)C1=CC=C(C=C1)C(F)(F)F)C)C (trans-N-(4-{4-[(2-hydroxy-ethyl)-methyl-amino]-(E)-but-2-enyloxymethyl}-cyclohexylmethyl)-N-methyl-4-trifluoromethyl-benzenesulfonamide). Reaction SMILES: Br[CH2:2]/[CH:3]=[CH:4]/[CH2:5][O:6][CH2:7][C@H:8]1[CH2:13][CH2:12][C@H:11]([CH2:14][N:15]([CH3:29])[S:16]([C:19]2[CH:24]=[CH:23][C:22]([C:25]([F:28])([F:27])[F:26])=[CH:21][CH:20]=2)(=[O:18])=[O:17])[CH2:10][CH2:9]1.[OH:30][CH2:31][CH2:32][NH:33][CH3:34]>CN(C)C(=O)C>[OH:30][CH2:31][CH2:32][N:33]([CH3:34])[CH2:2]/[CH:3]=[CH:4]/[CH2:5][O:6][CH2:7][C@H:8]1[CH2:13][CH2:12][C@H:11]([CH2:14][N:15]([CH3:29])[S:16]([C:19]2[CH:24]=[CH:23][C:22]([C:25]([F:28])([F:27])[F:26])=[CH:21][CH:20]=2)(=[O:18])=[O:17])[CH2:10][CH2:9]1. Reported procedure: In analogy to the method described in example 12.1, trans-N-[4-(4-bromo-(E)-but-2-enyloxymethyl)-cyclohexylmethyl]-N-methyl-4-trifluoromethyl-benzenesulfonamide was reacted with (2-hydroxy-ethyl)-methyl-amine in N,N-dimethylacetamide at room temperature to yield trans-N-(4-{4-[(2-hydroxy-ethyl)-methyl-amino]-(E)-but-2-enyloxymethyl}-cyclohexylmethyl)-N-methyl-4-trifluoromethyl-benzenesulfonamide as light yellow solid, MS: 493 (MH+). Starting materials: C(C)(C)(C)OC(N[C@@H]1CC[C@H](CC1)CNC1=NC(=NC=C1Br)NCC1=C(C=CC=C1)OC(F)(F)F)=O ((trans-4-{[5-Bromo-2-(2-trifluoromethoxy-benzylamino)-pyrimidin-4-ylamino]-methyl}-cyclohexyl)-carbamic acid tert-butyl ester), O1CCOCC1 (dioxane), C(C)(C)NC(C)C (diisopropylamine), C1(=CC=CC=C1)C#C (phenylacetylene), tri-(tert)-butylphosphine tetrafluoroborate. Reagents/catalysts: [Cu]I (CuI), C1=CC=C(C=C1)C#N.C1=CC=C(C=C1)C#N.Cl[Pd]Cl (Pd(PhCN)2Cl2). Run in CCOC(=O)C (EtOAc). Reaction conditions: temperature 25 celsius, time 18 hour. Product: C(C)(C)(C)OC(NC1CCC(CC1)CNC1=NC(=NC=C1C#CC1=CC=CC=C1)NCC1=C(C=CC=C1)OC(F)(F)F)=O ((4-{[5-phenylethynyl-2-(2-trifluoromethoxy-benzylamino)-pyrimidin-4-ylamino]-methyl}-cyclohexyl)-carbamic acid tert-butyl ester). As a reaction SMILES: [C:1]([O:5][C:6](=[O:36])[NH:7][C@H:8]1[CH2:13][CH2:12][C@H:11]([CH2:14][NH:15][C:16]2[C:21](Br)=[CH:20][N:19]=[C:18]([NH:23][CH2:24][C:25]3[CH:30]=[CH:29][CH:28]=[CH:27][C:26]=3[O:31][C:32]([F:35])([F:34])[F:33])[N:17]=2)[CH2:10][CH2:9]1)([CH3:4])([CH3:3])[CH3:2].O1CCOCC1.C(NC(C)C)(C)C.[C:50]1([C:56]#[CH:57])[CH:55]=[CH:54][CH:53]=[CH:52][CH:51]=1>[Cu]I.C1C=CC(C#N)=CC=1.C1C=CC(C#N)=CC=1.Cl[Pd]Cl.CCOC(C)=O>[C:1]([O:5][C:6](=[O:36])[NH:7][CH:8]1[CH2:13][CH2:12][CH:11]([CH2:14][NH:15][C:16]2[C:21]([C:57]#[C:56][C:50]3[CH:55]=[CH:54][CH:53]=[CH:52][CH:51]=3)=[CH:20][N:19]=[C:18]([NH:23][CH2:24][C:25]3[CH:30]=[CH:29][CH:28]=[CH:27][C:26]=3[O:31][C:32]([F:35])([F:34])[F:33])[N:17]=2)[CH2:10][CH2:9]1)([CH3:4])([CH3:3])[CH3:2] |f:5.6.7|. Procedure details: (trans-4-{[5-Bromo-2-(2-trifluoromethoxy-benzylamino)-pyrimidin-4-ylamino]-methyl}-cyclohexyl)-carbamic acid tert-butyl ester (100 mg, 0.174 mmol), CuI (0.97 mg, 0.005 mmol), and Pd(PhCN)2Cl2 (1.96 mg, 0.005 mmol) were dissolved in degassed dioxane (0.5 mmol). To this solution was added tri-(tert)-butylphosphine tetrafluoroborate (2.4 mg, 0.010 mmol) followed by diisopropylamine (0.029 mL, 0.2 mmol) and phenylacetylene (0.022 mL, 0.2 mmol). The reaction was stirred at 25° C. for 18 h. The reacti...